Dataset: the Open Reaction Database (ORD), a public repository of structured organic reaction records. Task: describe an organic reaction: reactants, conditions, products, and yield The reactants are COC1=CC=2C3=CC=CC=C3C3=CC(=CC=C3C2C=C1)OC (2,7-dimethoxytriphenylene), Cl.N1=CC=CC=C1 (pyridine hydrochloride). The solvent is O (H2O), CCOC(=O)C (EtOAc). Yields the product C1=C(C=CC=2C3=CC=C(C=C3C3=CC=CC=C3C12)O)O (Triphenylene-2,7-diol). Reaction SMILES: C[O:2][C:3]1[CH:20]=[CH:19][C:18]2[C:17]3[C:12](=[CH:13][C:14]([O:21]C)=[CH:15][CH:16]=3)[C:11]3[C:6](=[CH:7][CH:8]=[CH:9][CH:10]=3)[C:5]=2[CH:4]=1.Cl.N1C=CC=CC=1>O.CCOC(C)=O>[CH:4]1[C:5]2[C:6]3[C:11](=[CH:10][CH:9]=[CH:8][CH:7]=3)[C:12]3[C:17](=[CH:16][CH:15]=[C:14]([OH:21])[CH:13]=3)[C:18]=2[CH:19]=[CH:20][C:3]=1[OH:2] |f:1.2|. Procedure: 2,7-dimethoxytriphenylene (358 mg, 1.24 mmol) and pyridine hydrochloride (1.72 g, 14.9 mmol) were heated in a flask to 185° C. for 5 h. After cooling to rt, the remaining solid was diluted with H2O and EtOAc, separated, dried, and concentrated. Taken on crude. Reactants: C1COCCN1, CCN=C=NCCCN(C)C, Cl, CCCOc1ccc(F)c2c(=O)c(-c3ccc(C(=O)O)cc3)c[nH]c12, CN(C)C=O, On1nnc2ccccc21. The product is CCCOc1ccc(F)c2c(=O)c(-c3ccc(C(=O)N4CCOCC4)cc3)c[nH]c12. RXN SMILES: [CH2:26]1[CH2:27][O:28][CH2:29][CH2:30][NH:31]1.[CH3:33][N:34]([CH3:35])[CH2:36][CH2:37][CH2:38][N:39]=[C:40]=[N:41][CH2:42][CH3:43].[ClH:32].[F:1][c:2]1[c:3]2[c:4](=[O:25])[c:5](-[c:16]3[cH:17][cH:18][c:19]([C:20](=[O:21])[OH:22])[cH:23][cH:24]3)[cH:6][nH:7][c:8]2[c:9]([O:12][CH2:13][CH2:14][CH3:15])[cH:10][cH:11]1.[O:54]=[CH:55][N:56]([CH3:57])[CH3:58].[OH:44][n:45]1[c:46]2[c:47]([cH:48][cH:49][cH:50][cH:51]2)[n:52][n:53]1>>[F:1][c:2]1[c:3]2[c:4](=[O:25])[c:5](-[c:16]3[cH:17][cH:18][c:19]([C:20](=[O:21])[N:31]4[CH2:26][CH2:27][O:28][CH2:29][CH2:30]4)[cH:23][cH:24]3)[cH:6][nH:7][c:8]2[c:9]([O:12][CH2:13][CH2:14][CH3:15])[cH:10][cH:11]1. Starting materials: ClCCl, CCOc1nc(O)cc(CCl)n1, [Na+], [OH-], O, O=S(=O)(Cl)Cl. Product: CCOc1nc(O)c(Cl)c(CCl)n1. Reaction SMILES: [CH2:21]([Cl:22])[Cl:23].[CH2:6]([CH3:7])[O:8][c:9]1[n:10][c:11]([OH:17])[cH:12][c:13]([CH2:15][Cl:16])[n:14]1.[Na+:20].[OH-:19].[OH2:18].[S:1]([Cl:2])(=[O:3])([Cl:4])=[O:5]>>[Cl:4][c:12]1[c:11]([OH:17])[n:10][c:9]([O:8][CH2:6][CH3:7])[n:14][c:13]1[CH2:15][Cl:16]. Reactants: CCN(C)C(=O)Cl, CC(C)(C)c1cc(N)no1. Product: CCN(C)C(=O)Nc1cc(C(C)(C)C)on1. RXN SMILES: [CH2:11]([CH3:12])[N:13]([C:14](=[O:15])[Cl:16])[CH3:17].[NH2:1][c:2]1[n:3][o:4][c:5]([C:7]([CH3:8])([CH3:9])[CH3:10])[cH:6]1>>[NH:1]([c:2]1[n:3][o:4][c:5]([C:7]([CH3:8])([CH3:9])[CH3:10])[cH:6]1)[C:14]([N:13]([CH2:11][CH3:12])[CH3:17])=[O:15]. The reactants are NC1=CC=C2C(=N1)C(=CN2)C2CCN(CC2)C (5-amino-3-(1-methylpiperidin-4-yl)pyrrolo[3,2-b]pyridine), C(CC)N=C=O (propyl isocyanate). Product: C(CC)NC(=O)NC1=CC=C2C(=N1)C(=CN2)C2CCN(CC2)C (N-[propyl]-N'-[3-(1-methylpiperidin-4-yl)pyrrolo[3,2-b]pyridin-5-yl]urea). Yield: 52.2%. Reaction SMILES: [NH2:1][C:2]1[N:7]=[C:6]2[C:8]([CH:11]3[CH2:16][CH2:15][N:14]([CH3:17])[CH2:13][CH2:12]3)=[CH:9][NH:10][C:5]2=[CH:4][CH:3]=1.[CH2:18]([N:21]=[C:22]=[O:23])[CH2:19][CH3:20]>>[CH2:18]([NH:21][C:22]([NH:1][C:2]1[N:7]=[C:6]2[C:8]([CH:11]3[CH2:16][CH2:15][N:14]([CH3:17])[CH2:13][CH2:12]3)=[CH:9][NH:10][C:5]2=[CH:4][CH:3]=1)=[O:23])[CH2:19][CH3:20]. Procedure details: Beginning with 0.15 gm (0.65 mMol) 5-amino-3-(1-methylpiperidin-4-yl)pyrrolo[3,2-b]pyridine and 0.073 mL (0.78 mMol) propyl isocyanate, 0.107 gm (52%) of the title compound were recovered essentially by the procedure of Example 122. An analytical sample was crystallized from aqueous ethanol. The reactants are O=C([O-])[O-], CC#CCOc1ccc(S(=O)(=O)NC(C)CO)cc1, CI, [K+], [K+], CN(C)C=O. Product: CC#CCOc1ccc(S(=O)(=O)N(C)C(C)CO)cc1. Reaction SMILES: [C:20](=[O:21])([O-:22])[O-:23].[CH2:1]([C:2]#[C:3][CH3:4])[O:5][c:6]1[cH:7][cH:8][c:9]([S:12](=[O:13])(=[O:14])[NH:15][CH:16]([CH2:17][OH:18])[CH3:19])[cH:10][cH:11]1.[I:26][CH3:27].[K+:24].[K+:25].[O:28]=[CH:29][N:30]([CH3:31])[CH3:32]>>[CH2:1]([C:2]#[C:3][CH3:4])[O:5][c:6]1[cH:7][cH:8][c:9]([S:12](=[O:13])(=[O:14])[N:15]([CH:16]([CH2:17][OH:18])[CH3:19])[CH3:20])[cH:10][cH:11]1. Starting materials: O=C([O-])[O-], CN(C)C=O, CCCCCC, CCOC(=O)NCCCl, [K+], [K+], O, Oc1ccc(O)cc1. Product: CCOC(=O)NCCOc1ccc(O)cc1. RXN SMILES: [C:18](=[O:19])([O-:20])[O-:21].[CH3:25][N:26]([CH3:27])[CH:28]=[O:29].[CH3:30][CH2:31][CH2:32][CH2:33][CH2:34][CH3:35].[Cl:9][CH2:10][CH2:11][NH:12][C:13]([O:14][CH2:15][CH3:16])=[O:17].[K+:22].[K+:23].[OH2:24].[OH:1][c:2]1[cH:3][cH:4][c:5]([OH:6])[cH:7][cH:8]1>>[OH:1][c:2]1[cH:3][cH:4][c:5]([O:6][CH2:10][CH2:11][NH:12][C:13]([O:14][CH2:15][CH3:16])=[O:17])[cH:7][cH:8]1. Reactants: N1=C2C(=NO1)C=C(C=C2)C(=O)O (Benzofurazan-5-carboxylic acid), C(=O)(C=1NC=CN1)C=1NC=CN1 (carbonyl diimidazole), N1CCCCC1 (piperidine). The solvent is ClCCl (dichloromethane). Product: N1=C2C(=NO1)C=C(C=C2)C(=O)N2CCCCC2 (1-(benzofurazan-5-ylcarbonyl)piperidine). The yield is 72.6%. Reaction SMILES: [N:1]1[O:5][N:4]=[C:3]2[CH:6]=[C:7]([C:10]([OH:12])=O)[CH:8]=[CH:9][C:2]=12.[C:13]([C:20]1[NH:21][CH:22]=[CH:23]N=1)([C:15]1NC=CN=1)=O.N1CCCCC1>ClCCl>[N:1]1[O:5][N:4]=[C:3]2[CH:6]=[C:7]([C:10]([N:21]3[CH2:20][CH2:13][CH2:15][CH2:23][CH2:22]3)=[O:12])[CH:8]=[CH:9][C:2]=12. Procedure: Benzofurazan-5-carboxylic acid (1 g, 5.6 mmol) was suspended with stirring in 15 mL dichloromethane to which was added carbonyl diimidazole (0.90 g, 5.6 mmol). Gas evolved and the resulting solution was stirred for 40 minutes at which time piperidine (0.5 g, 5.9 mmol) was added with stirring. The reaction solution was concentrated onto silica and product was eluted with hexanelethyl acetate (3:1). Recrystallization from 2-propanol/hexane (1:10) yielded 1-(benzofurazan-5-ylcarbonyl)piperidine (0....